Dataset: the Open Reaction Database (ORD), a public repository of structured organic reaction records. Task: describe an organic reaction: reactants, conditions, products, and yield Yields the product Cc1ccccc1S(=O)Cl. Reactants: O=C([O-])O, ClCCl, [Na+], [Na+], O=S(Cl)Cl, Cc1ccccc1S(=O)[O-], c1ccc2[nH]ccc2c1. As a reaction SMILES: [C:25](=[O:26])([OH:27])[O-:28].[Cl:30][CH2:31][Cl:32].[Na+:11].[Na+:29].[S:12]([Cl:13])([Cl:14])=[O:15].[c:1]1([CH3:10])[c:2]([S:7](=[O:8])[O-:9])[cH:3][cH:4][cH:5][cH:6]1.[nH:16]1[c:17]2[c:18]([cH:19][cH:20][cH:21][cH:22]2)[cH:23][cH:24]1>>[c:1]1([CH3:10])[c:2]([S:7](=[O:8])[Cl:14])[cH:3][cH:4][cH:5][cH:6]1. The reactants are NC=1O[C@@H](C[C@](N1)(CF)C=1C=C(C=CC1F)NC(=O)C1=NC=C(N=C1)OC)C(F)(F)F (N-(3-((4R,6S)-2-amino-4-(fluoromethyl)-6-(trifluoromethyl)-5,6-dihydro-4H-1,3-oxazin-4-yl)-4-fluorophenyl)-5-methoxy-2-pyrazinecarboxamide), NC=1O[C@H](C[C@@](N1)(CF)C=1C=C(C=CC1F)NC(=O)C1=NC=C(N=C1)OC)C(F)(F)F (N-(3-((4S,6R)-2-amino-4-(fluoromethyl)-6-(trifluoromethyl)-5,6-dihydro-4H-1,3-oxazin-4-yl)-4-fluorophenyl)-5-methoxy-2-pyrazinecarboxamide). Yields the product NC=1O[C@@H](C[C@@](N1)(CF)C=1C=C(C=CC1F)NC(=O)C1=NC=C(N=C1)OC)C(F)(F)F (N-(3-((4S,6S)-2-amino-4-(fluoromethyl)-6-(trifluoromethyl)-5,6-dihydro-4H-1,3-oxazin-4-yl)-4-fluorophenyl)-5-methoxy-2-pyrazinecarboxamide). As a reaction SMILES: [NH2:1][C:2]1[O:3][C@H:4]([C:28]([F:31])([F:30])[F:29])[CH2:5][C@@:6]([C:10]2[CH:11]=[C:12]([NH:17][C:18]([C:20]3[CH:25]=[N:24][C:23]([O:26][CH3:27])=[CH:22][N:21]=3)=[O:19])[CH:13]=[CH:14][C:15]=2[F:16])([CH2:8][F:9])[N:7]=1.NC1O[C@@H](C(F)(F)F)C[C@](C2C=C(NC(C3C=NC(OC)=CN=3)=O)C=CC=2F)(CF)N=1>>[NH2:1][C:2]1[O:3][C@H:4]([C:28]([F:29])([F:31])[F:30])[CH2:5][C@:6]([C:10]2[CH:11]=[C:12]([NH:17][C:18]([C:20]3[CH:25]=[N:24][C:23]([O:26][CH3:27])=[CH:22][N:21]=3)=[O:19])[CH:13]=[CH:14][C:15]=2[F:16])([CH2:8][F:9])[N:7]=1. Procedure: Racemic mixture of N-(3-((4R,6S)-2-amino-4-(fluoromethyl)-6-(trifluoromethyl)-5,6-dihydro-4H-1,3-oxazin-4-yl)-4-fluorophenyl)-5-methoxy-2-pyrazinecarboxamide and N-(3-((4S,6R)-2-amino-4-(fluoromethyl)-6-(trifluoromethyl)-5,6-dihydro-4H-1,3-oxazin-4-yl)-4-fluorophenyl)-5-methoxy-2-pyrazinecarboxamide; The reactants are C(C)(=O)OCC.CCCCCC (ethyl acetate n-hexane), C(C1=CC=CC=C1)(C1=CC=CC=C1)(C1=CC=CC=C1)OCC1C(=O)OCC1 (α-Trityloxymethyl-γ-butyrolactone), [H-].[Al+3].[Li+].[H-].[H-].[H-] (lithium aluminium hydride), O (H2O), O (H2O). Run in C(C)(=O)OCC.C(C)O (ethyl acetate ethanol), O1CCCC1 (tetrahydrofuran). The product is C(C1=CC=CC=C1)(C1=CC=CC=C1)(C1=CC=CC=C1)OCC(CO)CCO (2-Trityloxymethyl-1,4-butanediol). Reaction SMILES: [C:1]([O:20][CH2:21][CH:22]1[CH2:27][CH2:26][O:25][C:23]1=[O:24])([C:14]1[CH:19]=[CH:18][CH:17]=[CH:16][CH:15]=1)([C:8]1[CH:13]=[CH:12][CH:11]=[CH:10][CH:9]=1)[C:2]1[CH:7]=[CH:6][CH:5]=[CH:4][CH:3]=1.[H-].[Al+3].[Li+].[H-].[H-].[H-].O.C(OCC)(=O)C.CCCCCC>O1CCCC1.C(OCC)(=O)C.C(O)C>[C:1]([O:20][CH2:21][CH:22]([CH2:27][CH2:26][OH:25])[CH2:23][OH:24])([C:8]1[CH:9]=[CH:10][CH:11]=[CH:12][CH:13]=1)([C:14]1[CH:19]=[CH:18][CH:17]=[CH:16][CH:15]=1)[C:2]1[CH:3]=[CH:4][CH:5]=[CH:6][CH:7]=1 |f:1.2.3.4.5.6,8.9,11.12|. Reported procedure: α-Trityloxymethyl-γ-butyrolactone (60.21 g, 0.168 mol) was added in small portions to a stirred suspension of lithium aluminium hydride (9.53 g, 0.251 mol) in dry tetrahydrofuran (300 ml) and the mixture was refluxed for 1 h. Slow addition of 10 ml H2O+10 ml 15% NaOH and 30 ml H2O produced a white sandy precipitation which was filtered off and washed with 2×50 ml tetrahydrofuran. The filtrate was evaporated to a small volume and dissolved in diethyl ether (300 ml), silica gel (250 g) was added a... Reactants: O=C([O-])[O-], OB(O)c1ccc(OCc2ccccc2)cc1, COCCOC, CCO, Ic1cccnc1, [K+], [K+], CC(=O)[O-], CC(=O)[O-], O, [Pd+2], c1ccc(P(c2ccccc2)c2ccccc2)cc1. The product is c1ccc(COc2ccc(-c3cccnc3)cc2)cc1. RXN SMILES: [C:25](=[O:26])([O-:27])[O-:28].[CH2:1]([c:2]1[cH:3][cH:4][cH:5][cH:6][cH:7]1)[O:8][c:9]1[cH:10][cH:11][c:12]([B:15]([OH:16])[OH:17])[cH:13][cH:14]1.[CH3:50][O:51][CH2:52][CH2:53][O:54][CH3:55].[CH3:66][CH2:67][OH:68].[I:18][c:19]1[cH:20][n:21][cH:22][cH:23][cH:24]1.[K+:29].[K+:30].[O-:57][C:58]([CH3:59])=[O:60].[O-:61][C:62]([CH3:63])=[O:64].[OH2:65].[Pd+2:56].[c:31]1([P:32]([c:33]2[cH:34][cH:35][cH:36][cH:37][cH:38]2)[c:39]2[cH:40][cH:41][cH:42][cH:43][cH:44]2)[cH:45][cH:46][cH:47][cH:48][cH:49]1>>[CH2:1]([c:2]1[cH:3][cH:4][cH:5][cH:6][cH:7]1)[O:8][c:9]1[cH:10][cH:11][c:12](-[c:19]2[cH:20][n:21][cH:22][cH:23][cH:24]2)[cH:13][cH:14]1. Reactants: Brc1cccs1, O=C(Cl)c1ccccc1, ClCCl, [Cl-], O. Yields the product O=C(c1ccccc1)c1ccc(Br)s1. Reaction SMILES: [Br:1][c:2]1[s:3][cH:4][cH:5][cH:6]1.[C:7]([c:8]1[cH:9][cH:10][cH:11][cH:12][cH:13]1)(=[O:14])[Cl:15].[CH2:17]([Cl:18])[Cl:19].[Cl-:16].[OH2:20]>>[Br:1][c:2]1[s:3][c:4]([C:7]([c:8]2[cH:9][cH:10][cH:11][cH:12][cH:13]2)=[O:14])[cH:5][cH:6]1.